describe an organic reaction: reactants, conditions, products, and yield From a dataset of the Open Reaction Database (ORD), a public repository of structured organic reaction records. The reactants are C(#N)C1=C(C=CC=C1)S(=O)(=O)Cl (2-cyanobenzene-1-sulfonyl chloride), FC1(CCNCC1)F (4,4-difluoropiperidine), 210A. Product: Cl.FC1(CCN(CC1)S(=O)(=O)C1=C(C=CC=C1)CN)F ((2-(4,4-Difluoropiperidin-1-ylsulfonyl)phenyl)methanamine hydrochloride). Isolated yield 24.9%. Reaction SMILES: [C:1]([C:3]1[CH:8]=[CH:7][CH:6]=[CH:5][C:4]=1[S:9]([Cl:12])(=[O:11])=[O:10])#[N:2].[F:13][C:14]1([F:20])[CH2:19][CH2:18][NH:17][CH2:16][CH2:15]1>>[ClH:12].[F:13][C:14]1([F:20])[CH2:19][CH2:18][N:17]([S:9]([C:4]2[CH:5]=[CH:6][CH:7]=[CH:8][C:3]=2[CH2:1][NH2:2])(=[O:11])=[O:10])[CH2:16][CH2:15]1 |f:2.3|. Reported procedure: (2-(4,4-Difluoropiperidin-1-ylsulfonyl)phenyl)methanamine hydrochloride (81 mg) was prepared in two steps from commercially available 2-cyanobenzene-1-sulfonyl chloride (201 mg) and 4,4-difluoropiperidine (316 mg) in 25% overall yield following a procedure analogous to that used in the preparation 210A. LC-MS: 291.19 (M+H)+. Reactants: CO, CCCNCc1cc(-c2ccccc2CCNS(=O)(=O)c2ccccc2)ccc1[N+](=O)[O-], c1ccsc1. The product is CCCNCc1cc(-c2ccccc2CCNS(=O)(=O)c2ccccc2)ccc1N. Reaction SMILES: [CH3:38][OH:39].[N+:1]([O-:2])(=[O:3])[c:4]1[c:5]([CH2:28][NH:29][CH2:30][CH2:31][CH3:32])[cH:6][c:7](-[c:10]2[c:11]([CH2:16][CH2:17][NH:18][S:19](=[O:20])(=[O:21])[c:22]3[cH:23][cH:24][cH:25][cH:26][cH:27]3)[cH:12][cH:13][cH:14][cH:15]2)[cH:8][cH:9]1.[cH:33]1[cH:34][s:35][cH:36][cH:37]1>>[NH2:1][c:4]1[c:5]([CH2:28][NH:29][CH2:30][CH2:31][CH3:32])[cH:6][c:7](-[c:10]2[c:11]([CH2:16][CH2:17][NH:18][S:19](=[O:20])(=[O:21])[c:22]3[cH:23][cH:24][cH:25][cH:26][cH:27]3)[cH:12][cH:13][cH:14][cH:15]2)[cH:8][cH:9]1. Reactants: C(=O)([O-])[O-].[Na+].[Na+] (Na2CO3), COC(=O)C=1N(C=C(C1)C(C(=O)C1=CC(=C(C=C1)F)Br)=O)CCF (4-[2-(3-bromo-4-fluoro-phenyl)-2-oxo-acetyl]-1-(2-fluoro-ethyl)-1H-pyrrole-2-carboxylic acid methyl ester), Cl.CNC(=N)N (N-methylguanidine hydrochloride), CO (MeOH), CCOC(=O)C (EtOAc). Solvent: O (H2O), O1CCOCC1 (dioxane), CO.CCOC(=O)C (MeOH EtOAc). Conditions: time 15 minute. The product is COC(=O)C=1N(C=C(C1)C1(N=C(N(C1=O)C)N)C1=CC(=C(C=C1)F)Br)CCF (4-[2-Amino-4-(3-bromo-4-fluoro-phenyl)-1-methyl-5-oxo-4,5-dihydro-1H-imidazol-4-yl]-1-(2-fluoro-ethyl)-1H-pyrrole-2-carboxylic acid methyl ester). Isolated yield 76.0%. RXN SMILES: COC([C:5]1[N:6]([CH2:22][CH2:23][F:24])[CH:7]=[C:8]([C:10](=O)[C:11]([C:13]2[CH:18]=[CH:17][C:16]([F:19])=[C:15]([Br:20])[CH:14]=2)=O)C=1)=O.Cl.[CH3:26][NH:27][C:28]([NH2:30])=[NH:29].[C:31]([O-:34])([O-])=[O:32].[Na+].[Na+].CCO[C:40](C)=[O:41].[CH3:43]O>O1CCOCC1.O.CO.CCOC(C)=O>[CH3:43][O:34][C:31]([C:7]1[N:6]([CH2:22][CH2:23][F:24])[CH:5]=[C:10]([C:11]2([C:13]3[CH:18]=[CH:17][C:16]([F:19])=[C:15]([Br:20])[CH:14]=3)[C:40](=[O:41])[N:27]([CH3:26])[C:28]([NH2:30])=[N:29]2)[CH:8]=1)=[O:32] |f:1.2,3.4.5,10.11|. Procedure: To a solution of 0.742 gm (1.85 mmol) of 4-[2-(3-bromo-4-fluoro-phenyl)-2-oxo-acetyl]-1-(2-fluoro-ethyl)-1H-pyrrole-2-carboxylic acid methyl ester in 18 mL of MeOH and 21 mL of dioxane in a pressure tube was added 0.40 gm (3.7 mmol) of N-methylguanidine hydrochloride. After stirring at room temperature for 15 min, 0.41 gm (3.9 mmol) of Na2CO3 in 5.2 mL of H2O was added and the reaction mixture was sealed and heated to 85° C. for 4 h. The mixture was cooled and the solvents removed at reduced pre... The reactants are Clc1cncc2ccccc12, [K+], N, O=[N+]([O-])[O-], O=S(=O)(O)O. Product: O=[N+]([O-])c1cccc2cncc(Cl)c12. RXN SMILES: [Cl:1][c:2]1[cH:3][n:4][cH:5][c:6]2[cH:7][cH:8][cH:9][cH:10][c:11]12.[K+:12].[NH3:17].[O-:13][N+:14]([O-:15])=[O:16].[S:18](=[O:19])(=[O:20])([OH:21])[OH:22]>>[Cl:1][c:2]1[cH:3][n:4][cH:5][c:6]2[cH:7][cH:8][cH:9][c:10]([N+:14](=[O:13])[O-:15])[c:11]12. Starting materials: C1CCOC1, CN, CCOC(C)=O, CC(C)(C)OC(=O)NC(Cc1ccc(C(F)(F)F)cc1)CN(C(=O)OC(C)(C)C)c1nnc(-c2ccc([N+](=O)[O-])c(F)c2)s1. Yields the product CNc1cc(-c2nnc(N(CC(Cc3ccc(C(F)(F)F)cc3)NC(=O)OC(C)(C)C)C(=O)OC(C)(C)C)s2)ccc1[N+](=O)[O-]. RXN SMILES: [CH2:53]1[O:54][CH2:55][CH2:56][CH2:57]1.[CH3:45][NH2:46].[CH3:47][CH2:48][O:49][C:50]([CH3:51])=[O:52].[F:1][c:2]1[cH:3][c:4](-[c:11]2[n:12][n:13][c:14]([N:16]([CH2:17][CH:18]([CH2:19][c:20]3[cH:21][cH:22][c:23]([C:26]([F:27])([F:28])[F:29])[cH:24][cH:25]3)[NH:30][C:31]([O:32][C:33]([CH3:34])([CH3:35])[CH3:36])=[O:37])[C:38](=[O:39])[O:40][C:41]([CH3:42])([CH3:43])[CH3:44])[s:15]2)[cH:5][cH:6][c:7]1[N+:8](=[O:9])[O-:10]>>[c:2]1([NH:46][CH3:45])[cH:3][c:4](-[c:11]2[n:12][n:13][c:14]([N:16]([CH2:17][CH:18]([CH2:19][c:20]3[cH:21][cH:22][c:23]([C:26]([F:27])([F:28])[F:29])[cH:24][cH:25]3)[NH:30][C:31]([O:32][C:33]([CH3:34])([CH3:35])[CH3:36])=[O:37])[C:38](=[O:39])[O:40][C:41]([CH3:42])([CH3:43])[CH3:44])[s:15]2)[cH:5][cH:6][c:7]1[N+:8](=[O:9])[O-:10].